describe an organic reaction: reactants, conditions, products, and yield From a dataset of the Open Reaction Database (ORD), a public repository of structured organic reaction records. Reactants: C1(=CC=CC=C1)OC(NC=1C(=NC(=C(C1)CC)C)OC)=O (Phenyl-N-(5-ethyl-2-methoxy-6-methylpyridin-3-yl)carbamate), ClC=1C=C(C=CC1OC)N1CCNCC1 (1-(3-chloro-4-methoxyphenyl)piperazine). Product: C(C)C=1C=C(C(=NC1C)OC)NC(=O)N1CCN(CC1)C1=CC(=C(C=C1)OC)Cl (1-[(5-ethyl-2-methoxy-6-methylpyridin-3-yl)aminocarbonyl]-4-(3-chloro-4-methoxyphenyl)piperazine). The yield is 62.0%. Reaction SMILES: C1(O[C:8](=[O:21])[NH:9][C:10]2[C:11]([O:19][CH3:20])=[N:12][C:13]([CH3:18])=[C:14]([CH2:16][CH3:17])[CH:15]=2)C=CC=CC=1.[Cl:22][C:23]1[CH:24]=[C:25]([N:31]2[CH2:36][CH2:35][NH:34][CH2:33][CH2:32]2)[CH:26]=[CH:27][C:28]=1[O:29][CH3:30]>>[CH2:16]([C:14]1[CH:15]=[C:10]([NH:9][C:8]([N:34]2[CH2:33][CH2:32][N:31]([C:25]3[CH:26]=[CH:27][C:28]([O:29][CH3:30])=[C:23]([Cl:22])[CH:24]=3)[CH2:36][CH2:35]2)=[O:21])[C:11]([O:19][CH3:20])=[N:12][C:13]=1[CH3:18])[CH3:17]. Procedure details: Phenyl-N-(5-ethyl-2-methoxy-6-methylpyridin-3-yl)carbamate and 1-(3-chloro-4-methoxyphenyl)piperazine were reacted by the same way with the example 1 to obtain the titled compound. Reactants: CN1CCCC1=O, Clc1ccc2c(c1)Nc1ccccc1S2, N#C[Cu]. Yields the product N#Cc1ccc2c(c1)Nc1ccccc1S2. As a reaction SMILES: [CH3:19][N:20]1[CH2:21][CH2:22][CH2:23][C:24]1=[O:25].[Cl:1][c:2]1[cH:3][c:4]2[c:13]([cH:14][cH:15]1)[S:12][c:11]1[c:6]([cH:7][cH:8][cH:9][cH:10]1)[NH:5]2.[Cu:16][C:17]#[N:18]>>[c:2]1([C:17]#[N:18])[cH:3][c:4]2[c:13]([cH:14][cH:15]1)[S:12][c:11]1[c:6]([cH:7][cH:8][cH:9][cH:10]1)[NH:5]2.